describe an organic reaction: reactants, conditions, products, and yield From a dataset of the Open Reaction Database (ORD), a public repository of structured organic reaction records. The reactants are CO, O=S(Cl)Cl, O=C(O)c1cc2c(s1)CCNC2. Product: COC(=O)c1cc2c(s1)CCNC2. As a reaction SMILES: [CH3:17][OH:18].[S:13]([Cl:14])([Cl:15])=[O:16].[s:1]1[c:2]([C:10](=[O:11])[OH:12])[cH:3][c:4]2[c:9]1[CH2:8][CH2:7][NH:6][CH2:5]2>>[s:1]1[c:2]([C:10](=[O:11])[O:12][CH3:17])[cH:3][c:4]2[c:9]1[CH2:8][CH2:7][NH:6][CH2:5]2. Reactants: N1=CC(=CC=C1)/C=C/CCCCC(=O)O ((E)-7-Pyridin-3-yl-hept-6-enoic acid), COC(C=CC(CC1=CC=C(C=C1)OCC1=CC=CC=C1)NC(=O)OC(C)(C)C)=O ((RS)-5-(4-Benzyloxy-phenyl)-4-tertbutoxycarbonylamino-pent-2-enoic acid methyl ester). The product is COC(CCC(CC1=CC=C(C=C1)OCC1=CC=CC=C1)NC(CCCCCCC=1C=NC=CC1)=O)=O ((RS)-5-(4-Benzyloxy-phenyl)-4-(7-pyridin-3-yl-heptanoylamino)-pentanoic acid methyl ester). Yield: 26.0%. As a reaction SMILES: [N:1]1[CH:6]=[CH:5][CH:4]=[C:3](/[CH:7]=[CH:8]/[CH2:9][CH2:10][CH2:11][CH2:12][C:13]([OH:15])=O)[CH:2]=1.[CH3:16][O:17][C:18](=[O:45])[CH:19]=[CH:20][CH:21]([NH:37]C(OC(C)(C)C)=O)[CH2:22][C:23]1[CH:28]=[CH:27][C:26]([O:29][CH2:30][C:31]2[CH:36]=[CH:35][CH:34]=[CH:33][CH:32]=2)=[CH:25][CH:24]=1>>[CH3:16][O:17][C:18](=[O:45])[CH2:19][CH2:20][CH:21]([NH:37][C:13](=[O:15])[CH2:12][CH2:11][CH2:10][CH2:9][CH2:8][CH2:7][C:3]1[CH:2]=[N:1][CH:6]=[CH:5][CH:4]=1)[CH2:22][C:23]1[CH:28]=[CH:27][C:26]([O:29][CH2:30][C:31]2[CH:32]=[CH:33][CH:34]=[CH:35][CH:36]=2)=[CH:25][CH:24]=1. Reported procedure: Isolated as a gum from (E)-7-Pyridin-3-yl-hept-6-enoic acid 76 (137 mg, 0.67 mmol) and (RS)-5-(4-Benzyloxy-phenyl)-4-tertbutoxycarbonylamino-pent-2-enoic acid methyl ester RS-40 (250 mg, 0.61 mmol) to afford the title compound (79.4 mg, 26%) as a gum: chromatographed on silica using 70:30 EtOAc:petroleum. 1H nmr (CDCl3) δ 1.30 (m, 4H), 1.49-1.82 (m, 5H), 1.82-1.95 (m, 1H), 2.08 (t, J=8 Hz, 2H), 2.34 (m, 2H), 2.59 (t, J=8 Hz), 2.69 (dd, J=7, 14 Hz, 1H), 2.77 (dd, J=7, 14 Hz, 1H), 3.65 (s, 3H), 4.... The reactants are [H][H] (hydrogen), [N+](=O)([O-])C1=CC=C(C=C1)C(N1C=NC=C1)C1=CC=CC=C1 (1-[(4-nitrophenyl)phenylmethyl]-1H-imidazole), 39, intermediate 42. Reagents/catalysts: [Ni] (Raney nickel). Run in C(C)O (ethanol). Yields the product 34.6, N1(C=NC=C1)C(C1=CC=C(C=C1)N)C1=CC=CC=C1 (4-[(1H-imidazol-1-yl)phenylmethyl]-benzenamine). Yield: 99.1%. As a reaction SMILES: [N+:1]([C:4]1[CH:9]=[CH:8][C:7]([CH:10]([C:16]2[CH:21]=[CH:20][CH:19]=[CH:18][CH:17]=2)[N:11]2[CH:15]=[CH:14][N:13]=[CH:12]2)=[CH:6][CH:5]=1)([O-])=O.[H][H]>[Ni].C(O)C>[N:11]1([CH:10]([C:16]2[CH:17]=[CH:18][CH:19]=[CH:20][CH:21]=2)[C:7]2[CH:6]=[CH:5][C:4]([NH2:1])=[CH:9][CH:8]=2)[CH:15]=[CH:14][N:13]=[CH:12]1. Procedure details: A solution of 39 parts of intermediate 42, namely 1-[(4-nitrophenyl)phenylmethyl]-1H-imidazole, in 240 parts of ethanol was hydrogenated at 3.105Pa and at room temperature with 20 parts of Raney nickel. After the calculated amount of hydrogen was taken up, the catalyst was filtered off and the filtrate was evaporated, yielding 34.6 parts (99.1%) of 4-[(1H-imidazol-1-yl)phenylmethyl]-benzenamine (interm. 43). Reactants: Nc1nc2cc(OCc3ccccc3)cc(Br)c2s1, CCN=C=O, C1COCCO1. Product: CCNC(=O)Nc1nc2cc(OCc3ccccc3)cc(Br)c2s1. RXN SMILES: [CH2:1]([c:2]1[cH:3][cH:4][cH:5][cH:6][cH:7]1)[O:8][c:9]1[cH:10][c:11]([Br:19])[c:12]2[c:13]([n:14][c:15]([NH2:17])[s:16]2)[cH:18]1.[CH2:20]([CH3:21])[N:22]=[C:23]=[O:24].[O:25]1[CH2:26][CH2:27][O:28][CH2:29][CH2:30]1>>[CH2:1]([c:2]1[cH:3][cH:4][cH:5][cH:6][cH:7]1)[O:8][c:9]1[cH:10][c:11]([Br:19])[c:12]2[c:13]([n:14][c:15]([NH:17][C:23]([NH:22][CH2:20][CH3:21])=[O:24])[s:16]2)[cH:18]1. Reactants: OC(C(=O)OC)C=1N=C2N(C=CC=C2)C1 (methyl 2-hydroxy-2-{imidazo[1,2-a]pyridin-2-yl}acetate), Cl(=O)(=O)(=O)O (perchloric acid), C(C)(=O)OC(C)(C)C (tert-butyl acetate), C(O)([O-])=O.[Na+] (sodium hydrogencarbonate). Conditions: temperature 0 celsius, time 45 minute. Yields the product C(C)(C)(C)OC(C(=O)OC)C=1N=C2N(C=CC=C2)C1 (methyl 2-(tert-butoxy)-2-{imidazo[1,2-a]pyridin-2-yl}acetate). The yield is 55.0%. As a reaction SMILES: [OH:1][CH:2]([C:7]1[N:8]=[C:9]2[CH:14]=[CH:13][CH:12]=[CH:11][N:10]2[CH:15]=1)[C:3]([O:5][CH3:6])=[O:4].Cl(O)(=O)(=O)=O.C(=O)([O-])O.[Na+].C(O[C:30]([CH3:33])([CH3:32])[CH3:31])(=O)C>>[C:30]([O:1][CH:2]([C:7]1[N:8]=[C:9]2[CH:14]=[CH:13][CH:12]=[CH:11][N:10]2[CH:15]=1)[C:3]([O:5][CH3:6])=[O:4])([CH3:33])([CH3:32])[CH3:31] |f:2.3|. Procedure details: To a solution of methyl 2-hydroxy-2-{imidazo[1,2-a]pyridin-2-yl}acetate (25b) (153 mg, 0.74 mmol) in tert-butyl acetate (12 mL) at 0° C. was added perchloric acid (1.5 mL). The mixture was stirred at 0° C. for 15 minutes and at room temperature for 45 minutes before being poured into a saturated aqueous solution of sodium hydrogencarbonate (50 mL). The layers were separated and the aqueous layer was extracted with ethyl acetate (2×20 mL). The organic layers were dried over sodium sulfate and con... Reactants: COC(=O)C=1N=C(C=2C(N(C=CC2C1O)CC1=CC=CC=C1)=O)C1=CC=CC=C1 (7-benzyl-4-hydroxy-8-oxo-1-phenyl-7,8-dihydro-[2,7]naphthyridine-3-carboxylic acid methyl ester), NCC(=O)O (glycine), C[O-].[Na+] (NaOMe). Yields the product C(C1=CC=CC=C1)N1C=CC=2C(=C(N=C(C2C1=O)C1=CC=CC=C1)C(=O)NCC(=O)O)O ([(7-Benzyl-4-hydroxy-8-oxo-1-phenyl-7,8-dihydro-[2,7]naphthyridine-3-carbonyl)-amino]-acetic acid). Isolated yield 74.5%. RXN SMILES: C[O:2][C:3]([C:5]1[N:6]=[C:7]([C:24]2[CH:29]=[CH:28][CH:27]=[CH:26][CH:25]=2)[C:8]2[C:9](=[O:23])[N:10]([CH2:16][C:17]3[CH:22]=[CH:21][CH:20]=[CH:19][CH:18]=3)[CH:11]=[CH:12][C:13]=2[C:14]=1[OH:15])=O.[NH2:30][CH2:31][C:32]([OH:34])=[O:33].C[O-].[Na+]>>[CH2:16]([N:10]1[C:9](=[O:23])[C:8]2[C:7]([C:24]3[CH:25]=[CH:26][CH:27]=[CH:28][CH:29]=3)=[N:6][C:5]([C:3]([NH:30][CH2:31][C:32]([OH:34])=[O:33])=[O:2])=[C:14]([OH:15])[C:13]=2[CH:12]=[CH:11]1)[C:17]1[CH:22]=[CH:21][CH:20]=[CH:19][CH:18]=1 |f:2.3|. Procedure details: A mixture of 7-benzyl-4-hydroxy-8-oxo-1-phenyl-7,8-dihydro-[2,7]naphthyridine-3-carboxylic acid methyl ester (29 mg, 0.075 mmol), glycine (750 mg, 10 mmol) and NaOMe solution (15 mL, 7.5 mmol, 0.5 M in MeOH) was refluxed for 16 h. After the mixture was cooled to r.t., solvent was evaporated in vacuo. The residue was partitioned between water and EtOAc. 1 M HCl was added with vigorous stirring until pH was about 2. The organic layer was dried over MgSO4 and concentrated. The crude was chromatogra... As a reaction SMILES: [Br-:51].[Br-:53].[CH2:48]([Cl:49])[Cl:50].[OH2:47].[Zn+2:52].[cH:1]1[c:2]([CH2:11][O:12][CH:13]2[CH2:14][N:15]([C:40]([O:41][C:42]([CH3:43])([CH3:44])[CH3:45])=[O:46])[CH2:16][CH2:17][CH:18]2[c:19]2[cH:20][cH:21][c:22]([O:25][CH2:26][CH2:27][CH2:28][C:29]3([c:34]4[cH:35][cH:36][cH:37][cH:38][cH:39]4)[O:30][CH2:31][CH2:32][O:33]3)[cH:23][cH:24]2)[cH:3][cH:4][c:5]2[cH:6][cH:7][cH:8][cH:9][c:10]12>>[cH:1]1[c:2]([CH2:11][O:12][CH:13]2[CH2:14][NH:15][CH2:16][CH2:17][CH:18]2[c:19]2[cH:20][cH:21][c:22]([O:25][CH2:26][CH2:27][CH2:28][C:29]3([c:34]4[cH:35][cH:36][cH:37][cH:38][cH:39]4)[O:30][CH2:31][CH2:32][O:33]3)[cH:23][cH:24]2)[cH:3][cH:4][c:5]2[cH:6][cH:7][cH:8][cH:9][c:10]12. The product is c1ccc(C2(CCCOc3ccc(C4CCNCC4OCc4ccc5ccccc5c4)cc3)OCCO2)cc1. Reactants: [Br-], [Br-], ClCCl, O, [Zn+2], CC(C)(C)OC(=O)N1CCC(c2ccc(OCCCC3(c4ccccc4)OCCO3)cc2)C(OCc2ccc3ccccc3c2)C1. Starting materials: C(C1=CC=CC=C1)OC(=O)NC1CCC(CC1)C=1N(C=C(C(=O)OC)C(C1)=O)C1=C(C=C(C=C1)O)C (methyl 6-(4-benzyloxycarbonylaminocyclohexyl)-1-(4-hydroxy-2-methylphenyl)-4-oxo-1,4-dihydronicotinate), CO (methanol), ester. The reagents and catalysts are [C].[Pd] (palladium carbon). Yields the product CN(C1CCC(CC1)C=1N(C=C(C(=O)O)C(C1)=O)C1=C(C=C(C=C1)O)C)C (6-(4-dimethylaminocyclohexyl)-1-(4-hydroxy-2-methylphenyl)-4-oxo-1,4-dihydronicotinic acid). RXN SMILES: C(O[C:9]([NH:11][CH:12]1[CH2:17][CH2:16][CH:15]([C:18]2[N:19]([C:29]3[CH:34]=[CH:33][C:32]([OH:35])=[CH:31][C:30]=3[CH3:36])[CH:20]=[C:21]([C:26](=[O:28])[CH:27]=2)[C:22]([O:24]C)=[O:23])[CH2:14][CH2:13]1)=O)C1C=CC=CC=1.[CH3:37]O>[C].[Pd]>[CH3:9][N:11]([CH3:37])[CH:12]1[CH2:17][CH2:16][CH:15]([C:18]2[N:19]([C:29]3[CH:34]=[CH:33][C:32]([OH:35])=[CH:31][C:30]=3[CH3:36])[CH:20]=[C:21]([C:26](=[O:28])[CH:27]=2)[C:22]([OH:24])=[O:23])[CH2:14][CH2:13]1 |f:2.3|. Procedure: In 15 ml of methanol was dissolved 0.2 g of methyl 6-(4-benzyloxycarbonylaminocyclohexyl)-1-(4-hydroxy-2-methylphenyl)-4-oxo-1,4-dihydronicotinate, and 0.05 g of 5% by weight palladium carbon was added to the resulting solution, and the above ester was hydrogenated under atmospheric pressure for 1.5 hours. Then, the catalyst was removed by filtration, and the solvent was removed by distillation under reduced pressure. To the residue was added 0.4 g of 37% by weight formalin and 0.1 g of formic a...